From a dataset of the Open Reaction Database (ORD), a public repository of structured organic reaction records. describe an organic reaction: reactants, conditions, products, and yield Isolated yield 33.5%. Run in ClCCl (Dichloromethane). Reaction SMILES: [Br:1][C:2]1[C:3]([CH2:10][CH3:11])=[C:4]([CH2:8]O)[CH:5]=[CH:6][CH:7]=1.C(Br)(Br)(Br)[Br:13].C1(P(C2C=CC=CC=2)C2C=CC=CC=2)C=CC=CC=1>ClCCl>[Br:1][C:2]1[CH:7]=[CH:6][CH:5]=[C:4]([CH2:8][Br:13])[C:3]=1[CH2:10][CH3:11]. Procedure: To a solution of (3-bromo-2-ethylphenyl)methanol (D133) (3 g, 13.95 mmol) in Dichloromethane (DCM) (50 mL) was added CBr4 (5.55 g, 16.74 mmol). To the reaction solution was added triphenylphosphine (5.49 g, 20.92 mmol) portionwise at 0° C. The reaction solution was warmed to room temperature and stirred at the temp overnight. The solvent was removed in vacuo and the residue was purified by ISCO column chromatography to afford 1-bromo-3-(bromomethyl)-2-ethylbenzene (D134) (1.3 g) as an oil. Run at time 8 hour. Product: BrC1=C(C(=CC=C1)CBr)CC (1-bromo-3-(bromomethyl)-2-ethylbenzene). The reactants are BrC=1C(=C(C=CC1)CO)CC ((3-bromo-2-ethylphenyl)methanol), C(Br)(Br)(Br)Br (CBr4), C1(=CC=CC=C1)P(C1=CC=CC=C1)C1=CC=CC=C1 (triphenylphosphine). Reactants: O=C([O-])[O-], CN(C)C=O, CCOC(=O)CCl, [K+], [K+], O=C(C=Cc1cccnc1)NCC(O)c1cccc(O)c1. Product: CCOC(=O)COc1cccc(C(O)CNC(=O)C=Cc2cccnc2)c1. Reaction SMILES: [C:29](=[O:30])([O-:31])[O-:32].[CH3:35][N:36]([CH3:37])[CH:38]=[O:39].[Cl:22][CH2:23][C:24](=[O:25])[O:26][CH2:27][CH3:28].[K+:33].[K+:34].[OH:1][c:2]1[cH:3][c:4]([CH:8]([CH2:9][NH:10][C:11]([CH:12]=[CH:13][c:14]2[cH:15][n:16][cH:17][cH:18][cH:19]2)=[O:20])[OH:21])[cH:5][cH:6][cH:7]1>>[O:1]([c:2]1[cH:3][c:4]([CH:8]([CH2:9][NH:10][C:11]([CH:12]=[CH:13][c:14]2[cH:15][n:16][cH:17][cH:18][cH:19]2)=[O:20])[OH:21])[cH:5][cH:6][cH:7]1)[CH2:23][C:24](=[O:25])[O:26][CH2:27][CH3:28]. Starting materials: C(C)(C)N(CC)C(C)C (N,N-diisopropyl-N-ethylamine), C(C)(C)(C)OC(C[C@@H](C1=CC2=C(OCO2)C=C1)N)=O ((3S)-3-amino-3-(benzo[1,3]dioxol-5-yl)-propionic acid tert-butyl ester), [B-](F)(F)(F)F.CCOC(=O)C(=NOC(=[N+](C)C)N(C)C)C#N (TOTU), COC(=O)CCC1=CC=C(S1)C(=O)O (5-(2-Methoxycarbonyl-ethyl)-thiophene-2-carboxylic Acid). Run in CN(C=O)C (dimethylformamide), ClCCl (dichloromethane). Conditions: time 4.5 hour. The product is C(C)(C)(C)OC(C[C@H](NC(=O)C=1SC(=CC1)CCC(=O)OC)C1=CC2=C(OCO2)C=C1)=O ((3S)-3-(Benzo[1,3]dioxol-5-yl)-3-((5-(2-methoxycarbonyl-ethyl)-thiophene-2-carbonyl)-amino)-propionic Acid tert-Butyl Ester). Isolated yield 130.0%. Reaction SMILES: [CH3:1][O:2][C:3]([CH2:5][CH2:6][C:7]1[S:11][C:10]([C:12]([OH:14])=O)=[CH:9][CH:8]=1)=[O:4].[C:15]([O:19][C:20](=[O:33])[CH2:21][C@H:22]([NH2:32])[C:23]1[CH:31]=[CH:30][C:26]2[O:27][CH2:28][O:29][C:25]=2[CH:24]=1)([CH3:18])([CH3:17])[CH3:16].[B-](F)(F)(F)F.CCOC(C(C#N)=NOC(N(C)C)=[N+](C)C)=O.C(N(C(C)C)CC)(C)C>CN(C)C=O.ClCCl>[C:15]([O:19][C:20](=[O:33])[CH2:21][C@@H:22]([C:23]1[CH:31]=[CH:30][C:26]2[O:27][CH2:28][O:29][C:25]=2[CH:24]=1)[NH:32][C:12]([C:10]1[S:11][C:7]([CH2:6][CH2:5][C:3]([O:2][CH3:1])=[O:4])=[CH:8][CH:9]=1)=[O:14])([CH3:18])([CH3:16])[CH3:17] |f:2.3|. Reported procedure: 214 mg (1 mmol) of 5-(2-methoxycarbonyl-ethyl)-thiophene-2-carboxylic acid (example 1, step b) were dissolved in 5 ml of anhydrous dimethylformamide. 265 mg (1 mmol) of (3S)-3-amino-3-(benzo[1,3]dioxol-5-yl)-propionic acid tert-butyl ester and 328 mg (1 mmol) of TOTU were added, and 3 mmol (0.51 ml) of N,N-diisopropyl-N-ethylamine were added to keep the pH of the mixture at 7.5 to 8. The reaction mixture was stirred for 4.5 hours at room temperature. Solvents were removed under reduced pressure ... Reactants: Brc1ccc2ncnn2c1, O=C([O-])[O-], C1COCCO1, [Cs+], [Cs+], CC(c1ccc(B2OC(C)(C)C(C)(C)O2)cc1)N1CCC(CC(C)(C)O)(c2ccccc2)OC1=O. Yields the product CC(c1ccc(-c2ccc3ncnn3c2)cc1)N1CCC(CC(C)(C)O)(c2ccccc2)OC1=O. Reaction SMILES: [Br:36][c:37]1[cH:38][cH:39][c:40]2[n:41]([cH:42]1)[n:43][cH:44][n:45]2.[C:46](=[O:47])([O-:48])[O-:49].[CH2:52]1[O:53][CH2:54][CH2:55][O:56][CH2:57]1.[Cs+:50].[Cs+:51].[OH:1][C:2]([CH2:3][C:4]1([c:28]2[cH:29][cH:30][cH:31][cH:32][cH:33]2)[CH2:5][CH2:6][N:7]([CH:11]([CH3:12])[c:13]2[cH:14][cH:15][c:16]([B:19]3[O:20][C:21]([CH3:22])([CH3:23])[C:24]([CH3:25])([CH3:26])[O:27]3)[cH:17][cH:18]2)[C:8](=[O:10])[O:9]1)([CH3:34])[CH3:35]>>[OH:1][C:2]([CH2:3][C:4]1([c:28]2[cH:29][cH:30][cH:31][cH:32][cH:33]2)[CH2:5][CH2:6][N:7]([CH:11]([CH3:12])[c:13]2[cH:14][cH:15][c:16](-[c:37]3[cH:38][cH:39][c:40]4[n:41]([cH:42]3)[n:43][cH:44][n:45]4)[cH:17][cH:18]2)[C:8](=[O:10])[O:9]1)([CH3:34])[CH3:35].